Dataset: the Open Reaction Database (ORD), a public repository of structured organic reaction records. Task: describe an organic reaction: reactants, conditions, products, and yield The reactants are COC1=NC=CC=C1C=O (2-methoxy-3-pyridinecarboxaldehyde), [OH-].[K+] (KOH), [N+](#[C-])CC(=O)N1CCCC1 (2-Isocyano-1-(pyrrolidin-1-yl)ethanone). Solvent: CO (methanol). Product: COC1=NC=CC=C1[C@H]1[C@@H](N=CO1)C(=O)N1CCCC1 (trans-(4,5-dihydro-5-(2-methoxypyridin-3-yl)oxazol-4-yl)(pyrrolidin-1-yl)methanone). Isolated yield 50.0%. As a reaction SMILES: [CH3:1][O:2][C:3]1[C:8]([CH:9]=[O:10])=[CH:7][CH:6]=[CH:5][N:4]=1.[OH-].[K+].[N+:13]([CH2:15][C:16]([N:18]1[CH2:22][CH2:21][CH2:20][CH2:19]1)=[O:17])#[C-:14]>CO>[CH3:1][O:2][C:3]1[C:8]([C@@H:9]2[O:10][CH:14]=[N:13][C@H:15]2[C:16]([N:18]2[CH2:22][CH2:21][CH2:20][CH2:19]2)=[O:17])=[CH:7][CH:6]=[CH:5][N:4]=1 |f:1.2|. Procedure: BAL 01014 was prepared in accordance with method D using 2-methoxy-3-pyridinecarboxaldehyde (0.64 ml, 5.43 mmol), KOH (0.305 mg, 5.43 mmol) in methanol (5 mL) and 2-isocyano-1-(pyrrolidin-1-yl)ethanone BLE 04098 (0.75 g, 5.43 mmol). After work-up trans-(4,5-dihydro-5-(2-methoxypyridin-3-yl)oxazol-4-yl)(pyrrolidin-1-yl)methanone BAL 01014 was obtained (0.74 mg, 50% yield) as a white solid. Starting materials: [Cu](C#N)C#N (copper cyanide), [F-].[Cs+] (caesium fluoride), C(CCCC)C12CCC(CC1)(CC2)CCC2=CC(=C(C=C2)C#N)[N+](=O)[O-] (1-[4-pentylbicyclo(2.2.2)octyl]-2-(4-cyano-3-nitrophenyl)ethane), C(CCCC)C12CCC(CC1)(CC2)CCC2=CC=C(C=C2)Br (1-[4-pentylbicyclo(2.2.2)octyl]-2-(4-bromophenyl)-ethane). Solvent: CN1C(CCC1)=O (N-methylpyrrolidone). Yields the product C(CCCC)C12CCC(CC1)(CC2)CCC2=CC(=C(C=C2)C#N)F (1-[4-pentylbicyclo(2.2.2)octyl]-2-(4-cyano-3-fluorophenyl)-ethane). RXN SMILES: [F-:1].[Cs+].[CH2:3]([C:8]12[CH2:15][CH2:14][C:11]([CH2:16][CH2:17][C:18]3[CH:23]=[CH:22][C:21]([C:24]#[N:25])=[C:20]([N+]([O-])=O)[CH:19]=3)([CH2:12][CH2:13]1)[CH2:10][CH2:9]2)[CH2:4][CH2:5][CH2:6][CH3:7].C(C12CCC(CCC3C=CC(Br)=CC=3)(CC1)CC2)CCCC.[Cu](C#N)C#N>CN1CCCC1=O>[CH2:3]([C:8]12[CH2:15][CH2:14][C:11]([CH2:16][CH2:17][C:18]3[CH:23]=[CH:22][C:21]([C:24]#[N:25])=[C:20]([F:1])[CH:19]=3)([CH2:12][CH2:13]1)[CH2:10][CH2:9]2)[CH2:4][CH2:5][CH2:6][CH3:7] |f:0.1|. Procedure: 7.6 g of caesium fluoride are added to a mixture of 3.55 g of 1-[4-pentylbicyclo(2.2.2)octyl]-2-(4-cyano-3-nitrophenyl)ethane (obtainable by nitrating 1-[4-pentylbicyclo(2.2.2)octyl]-2-(4-bromophenyl)-ethane, reacting the product with copper cyanide in N-methylpyrrolidone and subsequently purifying the product by chromatography) and 25 ml of 1,3-dimethyl-3,4,5,6-tetrahydro-2(1H)-pyrimidone, and the mixture is heated at 120oC for 5 hours. Adding water and working up after extraction gives 1-[4-pe... Starting materials: COC(CC(=O)OC)OC (methyl 3,3-dimethoxypropionate), S1C(SCCC1)CC(=O)O ((1,3-dithian-2-yl)acetic acid), S1C(SCC1)CC(=O)O ((1,3-dithiolan-2-yl)acetic acid), dimethylacetal, aldehyde, C(CS)S (ethane-1,2-dithiol), C(CCS)S (propane-1,3-dithiol). Product: S1C(SCC1)CC(=O)OC (methyl 2-(1,3-dithioian-2-yl)acetate), S1C(SCCC1)CC(=O)OC (methyl 2-(1,3-dithian-2-yl)acetate). Reaction SMILES: [S:1]1[CH2:6][CH2:5]C[S:3][CH:2]1[CH2:7][C:8]([OH:10])=[O:9].S1CCS[CH:12]1CC(O)=O.[CH3:20][O:21][CH:22]([O:28]C)[CH2:23][C:24](OC)=O.C(S)CS.[CH2:34]([SH:38])[CH2:35][CH2:36][SH:37]>>[S:3]1[CH2:5][CH2:6][S:1][CH:2]1[CH2:7][C:8]([O:10][CH3:12])=[O:9].[S:37]1[CH2:36][CH2:35][CH2:34][S:38][CH:24]1[CH2:23][C:22]([O:21][CH3:20])=[O:28]. Reported procedure: Synthesis of both (1,3-dithian-2-yl)acetic acid 20 and (1,3-dithiolan-2-yl)acetic acid 19 is shown in Scheme 10. The syntheses start with commercially available (Aldrich) methyl 3,3-dimethoxypropionate 24. Cleavage of the dimethylacetal and reaction of the resulting aldehyde with ethane-1,2-dithiol or propane-1,3-dithiol would give methyl 2-(1,3-dithioian-2-yl)acetate and methyl 2-(1,3-dithian-2-yl)acetate, respectively. Hydrolysis of the esters would give 2-(1,3-dithiolan-2-yl)acetic acid 19 an... Reaction SMILES: [CH3:29][C:30](=[O:31])[OH:32].[CH3:33][CH2:34][OH:35].[CH:1]1([c:4]2[n:5][c:6]3[cH:7][cH:8][cH:9][cH:10][c:11]3[c:12](-[c:18]3[cH:19][cH:20][c:21]([F:24])[cH:22][cH:23]3)[c:13]2[CH:14]=[CH:15][C:16]#[N:17])[CH2:2][CH2:3]1.[CH:25](=[O:26])[O-:27].[NH4+:28]>>[CH:1]1([c:4]2[n:5][c:6]3[cH:7][cH:8][cH:9][cH:10][c:11]3[c:12](-[c:18]3[cH:19][cH:20][c:21]([F:24])[cH:22][cH:23]3)[c:13]2[CH:14]=[CH:15][CH:16]=[O:26])[CH2:2][CH2:3]1. The product is O=CC=Cc1c(C2CC2)nc2ccccc2c1-c1ccc(F)cc1. The reactants are CC(=O)O, CCO, N#CC=Cc1c(C2CC2)nc2ccccc2c1-c1ccc(F)cc1, O=C[O-], [NH4+]. Starting materials: C1CCOC1, CC(C)NC(C)C, O=Cc1cccc(Cl)c1, Clc1cccc(Cl)n1. The product is O=C(c1cccc(Cl)c1)c1ccc(Cl)nc1Cl. RXN SMILES: [CH2:25]1[O:26][CH2:27][CH2:28][CH2:29]1.[CH:1]([NH:2][CH:3]([CH3:4])[CH3:5])([CH3:6])[CH3:7].[Cl:16][c:17]1[cH:18][c:19]([CH:20]=[O:21])[cH:22][cH:23][cH:24]1.[Cl:8][c:9]1[n:10][c:11]([Cl:15])[cH:12][cH:13][cH:14]1>>[Cl:8][c:9]1[n:10][c:11]([Cl:15])[cH:12][cH:13][c:14]1[C:20]([c:19]1[cH:18][c:17]([Cl:16])[cH:24][cH:23][cH:22]1)=[O:21].